Dataset: the Open Reaction Database (ORD), a public repository of structured organic reaction records. Task: describe an organic reaction: reactants, conditions, products, and yield Starting materials: [Al+3], CCOCC, COC(=O)c1cc(OC)cc([N+](=O)[O-])c1, [H-], [H-], [H-], [H-], [Li+]. Product: COc1cc(CO)cc([N+](=O)[O-])c1. Reaction SMILES: [Al+3:2].[CH3:22][CH2:23][O:24][CH2:25][CH3:26].[CH3:7][O:8][c:9]1[cH:10][c:11]([C:12](=[O:13])[O:14][CH3:15])[cH:16][c:17]([N+:19](=[O:20])[O-:21])[cH:18]1.[H-:1].[H-:4].[H-:5].[H-:6].[Li+:3]>>[CH3:7][O:8][c:9]1[cH:10][c:11]([CH2:12][OH:13])[cH:16][c:17]([N+:19](=[O:20])[O-:21])[cH:18]1. Reaction SMILES: [C:28](=[O:29])([O-:30])[O-:31].[CH3:41][N:42]([CH3:43])[CH:44]=[O:45].[CH3:46][CH2:47][O:48][C:49](=[O:50])[CH3:51].[Cl:1][CH2:2][CH2:3][CH:4]1[CH2:5][N:6]=[C:7]([c:9]2[nH:10][c:11]3[c:12]([N:18]([S:19](=[O:20])(=[O:21])[c:22]4[s:23][cH:24][cH:25][cH:26]4)[CH3:27])[cH:13][cH:14][cH:15][c:16]3[cH:17]2)[S:8]1.[K+:32].[K+:33].[SH:34][CH2:35][C:36](=[O:37])[O:38][CH2:39][CH3:40]>>[CH2:2]([CH2:3][CH:4]1[CH2:5][N:6]=[C:7]([c:9]2[nH:10][c:11]3[c:12]([N:18]([S:19](=[O:20])(=[O:21])[c:22]4[s:23][cH:24][cH:25][cH:26]4)[CH3:27])[cH:13][cH:14][cH:15][c:16]3[cH:17]2)[S:8]1)[S:34][CH2:35][C:36](=[O:37])[O:38][CH2:39][CH3:40]. Starting materials: O=C([O-])[O-], CN(C)C=O, CCOC(C)=O, CN(c1cccc2cc(C3=NCC(CCCl)S3)[nH]c12)S(=O)(=O)c1cccs1, [K+], [K+], CCOC(=O)CS. Product: CCOC(=O)CSCCC1CN=C(c2cc3cccc(N(C)S(=O)(=O)c4cccs4)c3[nH]2)S1. The reactants are NC=1C2=C(N=CN1)NC(S2)=O (7-Aminothiazolo[4,5-d]pyrimidin-2(3H)-one), crude mixture, [Si](C)(C)(C)OS(=O)(=O)C(F)(F)F (TMS-triflate), sugar, ( ε ), C[Si](C)(C)N[Si](C)(C)C (HMDS), C(C)(=O)OC1[C@H](OC(C2=CC=CC=C2)=O)[C@H](OC(C2=CC=CC=C2)=O)[C@H](O1)COC(C1=CC=CC=C1)=O (1-O-acetyl-2,3,5-tri-O-benzoyl-D-ribofuranose), 3-ribosyl. The solvent is C(Cl)Cl.CC(=O)C (methylene chloride acetone), C(Cl)Cl (methylene chloride), CCO (EtOH). Conditions: time 8 hour. The product is NC=1C2=C(N=CN1)N(C(S2)=O)[C@H]2[C@H](OC(C1=CC=CC=C1)=O)[C@H](OC(C1=CC=CC=C1)=O)[C@H](O2)COC(C2=CC=CC=C2)=O (7-Amino-3-(2,3,5-tri-O-benzoyl-β-D-ribofuranosyl)thiazolo[4,5-d]pyrimidin-2-one). Reaction SMILES: [NH2:1][C:2]1[C:3]2[S:10][C:9](=[O:11])[NH:8][C:4]=2[N:5]=[CH:6][N:7]=1.C[Si](N[Si](C)(C)C)(C)C.C(O[CH:25]1[O:47][C@H:46]([CH2:48][O:49][C:50](=[O:57])[C:51]2[CH:56]=[CH:55][CH:54]=[CH:53][CH:52]=2)[C@@H:36]([O:37][C:38](=[O:45])[C:39]2[CH:44]=[CH:43][CH:42]=[CH:41][CH:40]=2)[C@H:26]1[O:27][C:28](=[O:35])[C:29]1[CH:34]=[CH:33][CH:32]=[CH:31][CH:30]=1)(=O)C.[Si](OS(C(F)(F)F)(=O)=O)(C)(C)C>CCO.C(Cl)Cl.CC(C)=O.C(Cl)Cl>[NH2:1][C:2]1[C:3]2[S:10][C:9](=[O:11])[N:8]([C@@H:25]3[O:47][C@H:46]([CH2:48][O:49][C:50](=[O:57])[C:51]4[CH:56]=[CH:55][CH:54]=[CH:53][CH:52]=4)[C@@H:36]([O:37][C:38](=[O:45])[C:39]4[CH:44]=[CH:43][CH:42]=[CH:41][CH:40]=4)[C@H:26]3[O:27][C:28](=[O:35])[C:29]3[CH:30]=[CH:31][CH:32]=[CH:33][CH:34]=3)[C:4]=2[N:5]=[CH:6][N:7]=1 |f:5.6|. Reported procedure: Compound 30 (1.22 g, 7.25 mmol) was glycosylated as described for the preparation of 6, requiring HMDS (35 mL), benzoyl-blocked sugar (5: 4.4 g, 8.7 mmol) and TMS-triflate (2.0 mL, 10.3 mmol). After stirring overnight at room temperature, the reaction mixture was refluxed for 2 days and then worked up in the usual manner. The crude mixture was subjected to flash silica gel column chromatography using a gradient of methylene chloride to methylene chloride-acetone 10:1 (v/v) and yielded two produc... The reactants are CC(C)Cc1cc(-c2ccc(CBr)cc2)c(S(=O)(=O)NC(C)(C)C)s1, CS(C)=O, [K+], [OH-], O, c1nnn[nH]1. Product: CC(C)Cc1cc(-c2ccc(Cn3ncnn3)cc2)c(S(=O)(=O)NC(C)(C)C)s1. RXN SMILES: [Br:12][CH2:13][c:14]1[cH:15][cH:16][c:17](-[c:20]2[c:21]([S:29](=[O:30])(=[O:31])[NH:32][C:33]([CH3:34])([CH3:35])[CH3:36])[s:22][c:23]([CH2:25][CH:26]([CH3:27])[CH3:28])[cH:24]2)[cH:18][cH:19]1.[CH3:3][S:4]([CH3:5])=[O:6].[K+:2].[OH-:1].[OH2:37].[nH:7]1[n:8][n:9][n:10][cH:11]1>>[n:7]1[n:8]([CH2:13][c:14]2[cH:15][cH:16][c:17](-[c:20]3[c:21]([S:29](=[O:30])(=[O:31])[NH:32][C:33]([CH3:34])([CH3:35])[CH3:36])[s:22][c:23]([CH2:25][CH:26]([CH3:27])[CH3:28])[cH:24]3)[cH:18][cH:19]2)[n:9][n:10][cH:11]1. The product is Cc1c(-c2ccccc2)c(C2=CC(NC(=O)OC(C)(C)C)CC2)c2oc(C3CC3)nc2c1C#N. Reaction SMILES: [Br:1][c:2]1[c:3](-[c:17]2[cH:18][cH:19][cH:20][cH:21][cH:22]2)[c:4]([CH3:16])[c:5]([C:14]#[N:15])[c:6]2[n:7][c:8]([CH:11]3[CH2:12][CH2:13]3)[o:9][c:10]12.[C:23]([CH3:24])([CH3:25])([CH3:26])[O:27][C:28](=[O:29])[NH:30][CH:31]1[CH:32]=[C:33]([Sn:36]([CH2:37][CH2:38][CH2:39][CH3:40])([CH2:41][CH2:42][CH2:43][CH3:44])[CH2:45][CH2:46][CH2:47][CH3:48])[CH2:34][CH2:35]1.[C:49]([c:50]1[c:51]([OH:52])[c:53]([C:54]([CH3:55])([CH3:56])[CH3:57])[cH:58][c:59]([CH3:60])[cH:61]1)([CH3:62])([CH3:63])[CH3:64].[CH2:65]1[O:66][CH2:67][CH2:68][O:69][CH2:70]1>>[c:2]1([C:33]2=[CH:32][CH:31]([NH:30][C:28]([O:27][C:23]([CH3:24])([CH3:25])[CH3:26])=[O:29])[CH2:35][CH2:34]2)[c:3](-[c:17]2[cH:18][cH:19][cH:20][cH:21][cH:22]2)[c:4]([CH3:16])[c:5]([C:14]#[N:15])[c:6]2[n:7][c:8]([CH:11]3[CH2:12][CH2:13]3)[o:9][c:10]12. The reactants are Cc1c(-c2ccccc2)c(Br)c2oc(C3CC3)nc2c1C#N, CCCC[Sn](CCCC)(CCCC)C1=CC(NC(=O)OC(C)(C)C)CC1, Cc1cc(C(C)(C)C)c(O)c(C(C)(C)C)c1, C1COCCO1.